This data is from the Open Reaction Database (ORD), a public repository of structured organic reaction records. The task is: describe an organic reaction: reactants, conditions, products, and yield Starting materials: C(C)N(C1=CC=C(C(=N1)C)[N+](=O)[O-])CC (6-diethylamino-3-nitro-2-picoline), CO (methanol), C(C)N(CC)C1=C(C(=NC=C1)C)[N+](=O)[O-] (diethylaminonitropicoline), reagent, CO (methanol), Cl (hydrochloric acid). Reagents/catalysts: [Pd] (Palladium on carbon). Run in C(C)#N (acetonitrile). The product is Cl.Cl.C(C)N(C1=NC(=C(C=C1)N)C)CC (N2,N2-diethyl-6-methyl-2,5-pyridinediamine dihydrochloride). Yield: 95.1%. Reaction SMILES: [CH2:1]([N:3]([CH2:14][CH3:15])[C:4]1[N:9]=[C:8]([CH3:10])[C:7]([N+:11]([O-])=O)=[CH:6][CH:5]=1)[CH3:2].CO.C(N(C1C=CN=C(C)C=1[N+]([O-])=O)CC)C.[ClH:33]>[Pd].C(#N)C>[ClH:33].[ClH:33].[CH2:14]([N:3]([CH2:1][CH3:2])[C:4]1[CH:5]=[CH:6][C:7]([NH2:11])=[C:8]([CH3:10])[N:9]=1)[CH3:15] |f:6.7.8|. Reported procedure: Into a 500 mL PARR reactor bottle was placed 6.3 gram (30 mmol) of 6-diethylamino-3-nitro-2-picoline and 75 mL of reagent grade methanol. The mixture was stirred at room temperature for a few minutes to fully dissolve the diethylaminonitropicoline, then 1 gram of 5% Palladium on carbon was added. The resulting mixture was placed upon the PARR hydrogenation shaker and hydrogenated at 50 psi H2 atmosphere at room temperature. After 3 hours the reaction was removed from the hydrogenation shaker and...